This data is from the Open Reaction Database (ORD), a public repository of structured organic reaction records. The task is: describe an organic reaction: reactants, conditions, products, and yield Reactants: COC(=O)c1ccc(OCC(=O)OC(C)(C)C)c(C)c1, ClCCl, O=C(O)C(F)(F)F. Yields the product COC(=O)c1ccc(OCC(=O)O)c(C)c1. As a reaction SMILES: [CH3:8][O:9][C:10]([c:11]1[cH:12][c:13]([CH3:26])[c:14]([O:17][CH2:18][C:19](=[O:20])[O:21][C:22]([CH3:23])([CH3:24])[CH3:25])[cH:15][cH:16]1)=[O:27].[Cl:28][CH2:29][Cl:30].[OH:1][C:2]([C:3]([F:4])([F:5])[F:6])=[O:7]>>[CH3:8][O:9][C:10]([c:11]1[cH:12][c:13]([CH3:26])[c:14]([O:17][CH2:18][C:19](=[O:20])[OH:21])[cH:15][cH:16]1)=[O:27]. The reactants are O=C1C=C(CCCC1)NC=1N(C2=CC=CC=C2C1C#N)C ([(3-oxo-1-cyclohepten-1-yl)amino]-1-methyl-1H-indole -3-carbonitrile), ClCCl (dichloromethane), C(C)(=O)OCC (ethyl acetate). The product is NC1=C2C(N=C3NC4=CC=CC(C4=C31)=O)=C(C=CC=C2)C (12-Amino-7-methyl-cyclohepta[5,6]pyrido[2,3-b]indol-1-one). Reaction SMILES: O=[C:2]1[CH2:8][CH2:7][CH2:6][CH2:5][C:4]([NH:9][C:10]2[N:11](C)[C:12]3[C:17]([C:18]=2[C:19]#[N:20])=[CH:16][CH:15]=CC=3)=[CH:3]1.Cl[CH2:23]Cl.C([O:28][CH2:29][CH3:30])(=O)C>>[NH2:20][C:19]1[C:18]2[C:10]([NH:11][C:12]3[C:30]=2[C:29](=[O:28])[CH:15]=[CH:16][CH:17]=3)=[N:9][C:4]2=[C:5]([CH3:23])[CH:6]=[CH:7][CH:8]=[CH:2][C:3]=12. Procedure details: Also isolated by chromatography was [(3-oxo-1-cyclohepten-1-yl)amino]-1-methyl-1H-indole -3-carbonitrile (D17) (1.30 g, 20%) Rf 0.19 (SiO2, 2:1 dichloromethane:ethyl acetate). This intermediate could be converted to the title compound (E16) using a procedure similar to that described in Description 6. Reactants: OC=1C=C(C=CC1)S(=O)(=O)C1=CC2=C(CCN(CC2)C(=O)OC(C)(C)C)C=C1 (7-(3-Hydroxyphenylsulfonyl)-3-(t-butoxycarbonyl)-2,3,4,5-tetrahydro-1H-3-benzazepine), [H-].[Na+] (sodium hydride), C(C1=CC=CC=C1)Br (Benzyl bromide). Run in CN(C=O)C (dimethylformamide), CN(C=O)C (dimethylformamide). Conditions: time 8 hour. The product is C(C1=CC=CC=C1)OC=1C=C(C=CC1)S(=O)(=O)C1=CC2=C(CCN(CC2)C(=O)OC(C)(C)C)C=C1 (7-(3-Benzyloxyphenylsulfonyl)-3-(t-butoxycarbonyl)-2,3,4,5-tetrahydro-1H-3-benzazepine). The yield is 60.5%. As a reaction SMILES: [OH:1][C:2]1[CH:3]=[C:4]([S:8]([C:11]2[CH:28]=[CH:27][C:14]3[CH2:15][CH2:16][N:17]([C:20]([O:22][C:23]([CH3:26])([CH3:25])[CH3:24])=[O:21])[CH2:18][CH2:19][C:13]=3[CH:12]=2)(=[O:10])=[O:9])[CH:5]=[CH:6][CH:7]=1.[H-].[Na+].[CH2:31](Br)[C:32]1[CH:37]=[CH:36][CH:35]=[CH:34][CH:33]=1>CN(C)C=O>[CH2:31]([O:1][C:2]1[CH:3]=[C:4]([S:8]([C:11]2[CH:28]=[CH:27][C:14]3[CH2:15][CH2:16][N:17]([C:20]([O:22][C:23]([CH3:24])([CH3:25])[CH3:26])=[O:21])[CH2:18][CH2:19][C:13]=3[CH:12]=2)(=[O:9])=[O:10])[CH:5]=[CH:6][CH:7]=1)[C:32]1[CH:37]=[CH:36][CH:35]=[CH:34][CH:33]=1 |f:1.2|. Procedure details: A solution of D3 (270 mg, 0.67 mmol) in dimethylformamide (5 mL) was treated with 60% sodium hydride (40 mg) at 0° C., then allowed to warm to room temperature. Benzyl bromide (137 mg, 0.8 mmol) in dimethylformamide (2 mL) was added, and the solution stirred overnight. The mixture was then poured onto water and extracted with ethyl acetate. The combined organic layers were washed with brine dried and evaporated. Chromatography on silica, eluting with 40% ethyl acetate in hexane afforded the prod... The reactants are ClCCO (2-chloroethanol), BrCCO (2-bromoethanol), C1CO1 (ethylene oxide), N1=CC=C(C=C1)CS (4-picolyl mercaptan). Yields the product OCCSCC1=CC=NC=C1 (4-(2-hydroxyethylthiomethyl)pyridine). RXN SMILES: [N:1]1[CH:6]=[CH:5][C:4]([CH2:7][SH:8])=[CH:3][CH:2]=1.Cl[CH2:10][CH2:11][OH:12].BrCCO.C1OC1>>[OH:12][CH2:11][CH2:10][S:8][CH2:7][C:4]1[CH:5]=[CH:6][N:1]=[CH:2][CH:3]=1. Reported procedure: By following the method of Examples 10-14, 4-picolyl mercaptan is reacted with 2-chloroethanol, 2-bromoethanol or ethylene oxide to yield 4-(2-hydroxyethylthiomethyl)pyridine, with 2-bromo-1-propanol to yield 4-(2-hydroxy-1-propylthiomethyl)-pyridine, with 1-chloro-2-propanol to yield 4-(1-hydroxy-2-propylthiomethyl) pyridine, with bromoacetaldehyde diethyl acetal (followed by acid catalyzed hydrolysis) to yield 4-picolylthioacetaldehyde, with 3-bromo-2-butanol to yield 4-(3-hydroxy-2-butylthiom... The reactants are CCOC(C)=O, O=C(O)Cc1cc(Nc2ncnc3cc(OCCCCl)ccc23)n[nH]1, Nc1cccc(F)c1F, O=P(Cl)(Cl)Cl, c1ccncc1. Product: O=C(Cc1cc(Nc2ncnc3cc(OCCCCl)ccc23)n[nH]1)Nc1cccc(F)c1F. As a reaction SMILES: [CH3:46][CH2:47][O:48][C:49](=[O:50])[CH3:51].[Cl:10][CH2:11][CH2:12][CH2:13][O:14][c:15]1[cH:16][cH:17][c:18]2[c:19]([NH:25][c:26]3[n:27][nH:28][c:29]([CH2:31][C:32](=[O:33])[OH:34])[cH:30]3)[n:20][cH:21][n:22][c:23]2[cH:24]1.[F:1][c:2]1[c:3]([NH2:4])[cH:5][cH:6][cH:7][c:8]1[F:9].[P:35]([Cl:36])([Cl:37])([Cl:38])=[O:39].[cH:40]1[cH:41][cH:42][n:43][cH:44][cH:45]1>>[F:1][c:2]1[c:3]([NH:4][C:32]([CH2:31][c:29]2[nH:28][n:27][c:26]([NH:25][c:19]3[c:18]4[cH:17][cH:16][c:15]([O:14][CH2:13][CH2:12][CH2:11][Cl:10])[cH:24][c:23]4[n:22][cH:21][n:20]3)[cH:30]2)=[O:33])[cH:5][cH:6][cH:7][c:8]1[F:9].